Dataset: the Open Reaction Database (ORD), a public repository of structured organic reaction records. Task: describe an organic reaction: reactants, conditions, products, and yield The reactants are C(C=C)C1(CC1)CC(=O)OC (methyl [1-(prop-2-en-1-yl)cyclopropyl]acetate), C([O-])(O)=O.[Na+] (sodium bicarbonate), CO (methanol), BrBr (bromine), C[O-].[Na+] (sodium methoxide). Reported procedure: Under argon and at 0° C., 3.4 ml (3.4 mmol) of borane/THF complex solution (1 M in THF) were added dropwise to 1542 mg (10 mmol) of methyl [1-(prop-2-en-1-yl)cyclopropyl]acetate in 10 ml of anhydrous THF. After 30 min at 0° C., the reaction was stirred at RT for a further 30 min, and 22 μl (0.54 mmol) of methanol were then added. At −5° C., 0.62 ml (12 mmol) of bromine and 2971 mg (16.5 mmol) of sodium methoxide solution (30% in methanol) were then successively added dropwise to the reaction mix... Product: COC(CC1(CC1)CCCBr)=O (Methyl[1-(3-bromopropyl)cyclopropyl]acetate). Run at time 30 minute. Run in C1CCOC1 (THF), C1CCOC1 (THF). As a reaction SMILES: [CH2:1]([C:4]1([CH2:7][C:8]([O:10][CH3:11])=[O:9])[CH2:6][CH2:5]1)[CH:2]=[CH2:3].CO.[Br:14]Br.C[O-].[Na+].C(=O)(O)[O-].[Na+]>C1COCC1>[CH3:11][O:10][C:8](=[O:9])[CH2:7][C:4]1([CH2:1][CH2:2][CH2:3][Br:14])[CH2:5][CH2:6]1 |f:3.4,5.6|. Reactants: O=C([O-])O, CO, C=COCCONC(=O)c1c(Nc2ccc(I)cc2F)c2cnccc2n1C, Cl, [Na+]. Yields the product Cn1c(C(=O)NOCCO)c(Nc2ccc(I)cc2F)c2cnccc21. As a reaction SMILES: [C:30](=[O:31])([O-:32])[OH:33].[CH3:35][OH:36].[CH:1](=[CH2:2])[O:3][CH2:4][CH2:5][O:6][NH:7][C:8](=[O:9])[c:10]1[c:11]([NH:20][c:21]2[c:22]([F:28])[cH:23][c:24]([I:27])[cH:25][cH:26]2)[c:12]2[cH:13][n:14][cH:15][cH:16][c:17]2[n:18]1[CH3:19].[ClH:29].[Na+:34]>>[OH:3][CH2:4][CH2:5][O:6][NH:7][C:8](=[O:9])[c:10]1[c:11]([NH:20][c:21]2[c:22]([F:28])[cH:23][c:24]([I:27])[cH:25][cH:26]2)[c:12]2[cH:13][n:14][cH:15][cH:16][c:17]2[n:18]1[CH3:19]. The product is Intermediate 60.4, FC=1C(=NC(=NC1)NC=1C=C(C=C(C1)S(F)(F)(F)(F)F)CO)C1=C(C=C(C=C1)F)OC ([3-{[5-Fluoro-4-(4-fluoro-2-methoxyphenyl)pyrimidin-2-yl]amino}-5-(pentafluoro-λ6-sulfanyl)-phenyl]methanol). As a reaction SMILES: Cl[C:2]1[N:7]=[C:6]([C:8]2[CH:13]=[CH:12][C:11]([F:14])=[CH:10][C:9]=2[O:15][CH3:16])[C:5]([F:17])=[CH:4][N:3]=1.[N+:18]([C:21]1[CH:22]=[C:23]([CH2:33][OH:34])[CH:24]=[C:25]([S:27]([F:32])([F:31])([F:30])([F:29])[F:28])[CH:26]=1)([O-])=O>>[F:17][C:5]1[C:6]([C:8]2[CH:13]=[CH:12][C:11]([F:14])=[CH:10][C:9]=2[O:15][CH3:16])=[N:7][C:2]([NH:18][C:21]2[CH:22]=[C:23]([CH2:33][OH:34])[CH:24]=[C:25]([S:27]([F:32])([F:28])([F:29])([F:30])[F:31])[CH:26]=2)=[N:3][CH:4]=1. Starting materials: Intermediate 20.1, ClC1=NC=C(C(=N1)C1=C(C=C(C=C1)F)OC)F (2-chloro-5-fluoro-4-(4-fluoro-2-methoxyphenyl)pyrimidine), [N+](=O)([O-])C=1C=C(C=C(C1)S(F)(F)(F)(F)F)CO ([3-nitro-5-(pentafluoro-λ6-sulfanyl)phenyl]methanol). Reported procedure: Intermediate 60.4 was prepared under similar conditions as described in the preparation of Intermediate 20.1 using 2-chloro-5-fluoro-4-(4-fluoro-2-methoxyphenyl)pyrimidine and [3-nitro-5-(pentafluoro-λ6-sulfanyl)phenyl]methanol. The batch was purified by chromatography (DCM/EtOH 9:1) to give the desired product. Reaction conditions: time 2 hour. The reactants are C(#N)CC(=O)O (cyanoacetic acid), C(C)NC(=O)N (ethylurea), C(C)(=O)OC(C)=O (acetic anhydride). As a reaction SMILES: [C:1](CC(O)=O)#[N:2].[CH2:7]([NH:9][C:10]([NH2:12])=[O:11])[CH3:8].C(O[C:17](=[O:19])[CH3:18])(=O)C>>[NH2:2][C:1]1[N:9]([CH2:7][CH3:8])[C:10](=[O:11])[NH:12][C:17](=[O:19])[CH:18]=1. Procedure: To a solution of 127.5 g (1.5 mol) cyanoacetic acid and 200 ml of acetic anhydride was added 120 g (1.36 mol) of ethylurea. The solution was stirred at 60°-70° C. for 2 hours. After cooling, white crystals were filtered off and washed with ethanol. Yield 153 g (74%) (I). This was stirred in 1 liter of hot water and 160 ml of 2 N NaOH was added in portions so the solution the whole time was basic. The reaction mixture was refluxed for 20 minutes and then neutralized with 5 N HCl. After cooling, w... The product is NC1=CC(NC(N1CC)=O)=O (6-amino-1-ethyl-2,4-(1H,3H)-pyrimidinedione). Reactants: BrB(Br)Br, ClCCl, COc1ccc(Cl)cc1C1C(=O)Nc2cc(C(F)(F)F)ccc21. Product: O=C1Nc2cc(C(F)(F)F)ccc2C1c1cc(Cl)ccc1O. As a reaction SMILES: [B:1]([Br:2])([Br:3])[Br:4].[Cl:28][CH2:29][Cl:30].[Cl:5][c:6]1[cH:7][cH:8][c:9]([O:26][CH3:27])[c:10]([CH:12]2[C:13](=[O:25])[NH:14][c:15]3[cH:16][c:17]([C:21]([F:22])([F:23])[F:24])[cH:18][cH:19][c:20]32)[cH:11]1>>[Cl:5][c:6]1[cH:7][cH:8][c:9]([OH:26])[c:10]([CH:12]2[C:13](=[O:25])[NH:14][c:15]3[cH:16][c:17]([C:21]([F:22])([F:23])[F:24])[cH:18][cH:19][c:20]32)[cH:11]1. Reactants: CC(=O)c1ccco1 (effective_coupling_partner), CC(C)(C)C(=O)Oc1cccc2ccccc12 (substrate). The reagents and catalysts are dcypt. Reaction conditions: temperature 150 celsius, time 24 hour. The product is O=C(Cc1cccc2ccccc12)c3ccco3. Reactants: Cc1ccc(C(N)=O)c(NC(=O)c2csc(-c3ccc(OCC(F)(F)F)nc3)n2)c1, Cc1ccc(C(N)=O)c(N)c1. Product: O=C(O)c1csc(-c2ccc(OCC(F)(F)F)nc2)n1. RXN SMILES: [NH2:12][C:13]([c:14]1[cH:15][cH:16][c:17]([CH3:18])[cH:19][c:20]1[NH:21][C:23](=[O:24])[c:25]1[n:26][c:27](-[c:30]2[cH:31][n:32][c:33]([O:36][CH2:37][C:38]([F:39])([F:40])[F:41])[cH:34][cH:35]2)[s:28][cH:29]1)=[O:22].[NH2:1][c:2]1[cH:3][c:4]([CH3:6])[cH:7][cH:8][c:9]1[C:10](=[O:5])[NH2:11]>>[O:5]=[C:23]([OH:24])[c:25]1[n:26][c:27](-[c:30]2[cH:31][n:32][c:33]([O:36][CH2:37][C:38]([F:39])([F:40])[F:41])[cH:34][cH:35]2)[s:28][cH:29]1. The reactants are FC(S(=O)(=O)OC)(F)F (methyl trifluoromethanesulfonate), CO[Si](OC)(OC)CCC1=NC=CC=C1 (2-(trimethoxysilylethyl)pyridine). The solvent is C(C)(=O)OCC (ethyl acetate), C(C)(=O)OCC (ethyl acetate). Product: FC(S(=O)(=O)[O-])(F)F.CO[Si](OC)(OC)CCC1=[N+](C=CC=C1)C (trimethoxysilylethylmethylpyridinium trifluoromethanesulfonate). Reaction SMILES: [CH3:1][O:2][Si:3]([CH2:8][CH2:9][C:10]1[CH:15]=[CH:14][CH:13]=[CH:12][N:11]=1)([O:6][CH3:7])[O:4][CH3:5].[F:16][C:17]([F:24])([F:23])[S:18]([O:21]C)(=[O:20])=[O:19]>C(OCC)(=O)C>[F:16][C:17]([F:24])([F:23])[S:18]([O-:21])(=[O:20])=[O:19].[CH3:1][O:2][Si:3]([CH2:8][CH2:9][C:10]1[CH:15]=[CH:14][CH:13]=[CH:12][N+:11]=1[CH3:17])([O:6][CH3:7])[O:4][CH3:5] |f:3.4|. Procedure details: 5.0 g of 2-(trimethoxysilylethyl)pyridine and 18 g of ethyl acetate were charged into a 100 mL flask to be dissolved. While stirring the resultant mixed solution with a magnetic stirrer, to the mixed solution, a solution in which 5.4 g of methyl trifluoromethanesulfonate was dissolved in 24 g of ethyl acetate was gradually added at room temperature in a nitrogen atmosphere. The reaction mixture was refluxed over 3 days and therefrom, ethyl acetate was distilled off under reduced pressure. The re...